Dataset: the Open Reaction Database (ORD), a public repository of structured organic reaction records. Task: describe an organic reaction: reactants, conditions, products, and yield The reactants are C(C)(=O)C1=C2CCN3C(C2=CC=C1)=CC(NCC3=O)=O (9-acetyl-3,4,7,8-tetrahydro-[1,4]diazepino[7,1-a]isoquinoline-2,5-dione), CN(C)C(OC)OC (DMF-DMA). The solvent is CN(C)C=O (DMF). Conditions: temperature 100 celsius, time 1 hour. The product is CN(C=CC(=O)C1=C2CCN3/C(/C2=CC=C1)=C/C(NCC3=O)=O)C ((E)-9-(3-(dimethylamino)acryloyl)-3,4,7,8-tetrahydro-[1,4]diazepino[7,1-a]isoquinoline-2,5-dione). The yield is 56.1%. Reaction SMILES: [C:1]([C:4]1[CH:13]=[CH:12][CH:11]=[C:10]2[C:5]=1[CH2:6][CH2:7][N:8]1[C:18](=[O:19])[CH2:17][NH:16][C:15](=[O:20])[CH:14]=[C:9]12)(=[O:3])[CH3:2].[CH3:21][N:22]([CH:24](OC)OC)[CH3:23]>CN(C=O)C>[CH3:21][N:22]([CH3:24])[CH:23]=[CH:2][C:1]([C:4]1[CH:13]=[CH:12][CH:11]=[C:10]2[C:5]=1[CH2:6][CH2:7][N:8]1[C:18](=[O:19])[CH2:17][NH:16][C:15](=[O:20])[CH:14]=[C:9]12)=[O:3]. Procedure: 100-2. A mixture of 9-acetyl-3,4,7,8-tetrahydro-[1,4]diazepino[7,1-a]isoquinoline-2,5-dione (200 mg, 0.74 mmol) in DMF (1.0 mL) was treated with DMF-DMA (0.12 mL, 0.89 mmol) and stirred at 100° C. for 1 h. The mixture was concentrated in vacuo and the crude product obtained was purified by flash chromatography (SiO2, DCM/MeOH 98:2 to 85:15) to give the title compound (135 mg) as a beige solid. UPLC-MS: MS 236.2 (M+H+), UPLC rt 0.54 min. Starting materials: ClC=1N=C(C2=C(N1)C=CC(=N2)CN2CCC(CC2)C(C)(C)O)N2CCOCC2 (2-(1-((2-chloro-4-morpholinopyrido[3,2-d]pyrimidin-6-yl)methyl)piperidin-4-yl)propan-2-ol), CC1=C(C=CC(=N1)N)B1OC(C(O1)(C)C)(C)C (6-methyl-5-(4,4,5,5-tetramethyl-1,3,2-dioxaborolan-2-yl)pyridin-2-amine). Product: NC1=CC=C(C(=N1)C)C=1N=C(C2=C(N1)C=CC(=N2)CN2CCC(CC2)C(C)(C)O)N2CCOCC2 (2-(1-((2-(6-amino-2-methylpyridin-3-yl)-4-morpholinopyrido[3,2-d]pyrimidin-6-yl)methyl)piperidin-4-yl)propan-2-ol). As a reaction SMILES: Cl[C:2]1[N:3]=[C:4]([N:23]2[CH2:28][CH2:27][O:26][CH2:25][CH2:24]2)[C:5]2[N:11]=[C:10]([CH2:12][N:13]3[CH2:18][CH2:17][CH:16]([C:19]([OH:22])([CH3:21])[CH3:20])[CH2:15][CH2:14]3)[CH:9]=[CH:8][C:6]=2[N:7]=1.[CH3:29][C:30]1[N:35]=[C:34]([NH2:36])[CH:33]=[CH:32][C:31]=1B1OC(C)(C)C(C)(C)O1>>[NH2:36][C:34]1[N:35]=[C:30]([CH3:29])[C:31]([C:2]2[N:3]=[C:4]([N:23]3[CH2:28][CH2:27][O:26][CH2:25][CH2:24]3)[C:5]3[N:11]=[C:10]([CH2:12][N:13]4[CH2:18][CH2:17][CH:16]([C:19]([OH:22])([CH3:21])[CH3:20])[CH2:15][CH2:14]4)[CH:9]=[CH:8][C:6]=3[N:7]=2)=[CH:32][CH:33]=1. Reported procedure: 2-(1-((2-Chloro-4-morpholinopyrido[3,2-d]pyrimidin-6-yl)methyl)piperidin-4-yl)propan-2-ol from Example 8 (70 mg) was reacted with 6-methyl-5-(4,4,5,5-tetramethyl-1,3,2-dioxaborolan-2-yl)pyridin-2-amine via General Procedure A to produce 32.1 mg of 116 following reverse phase HPLC purification. MS (Q1) 478.3 (M)+ Starting materials: C1(CCCC1)C[C@@H](C(=O)O)C1=CC(=CC=C1)S(=O)(=O)C ((R)-3-cyclopentyl-2-(3-methylsulfonyl-phenyl)-propionic acid), C(C(=O)Cl)(=O)Cl (oxalyl chloride), CCN(C(C)C)C(C)C (N,N′-diisopropylethylamine), NC1=NN(C=C1)CC(C)(O)C (1-(3-amino-pyrazol-1-yl)-2-methyl-propan-2-ol). The reagents and catalysts are CN(C)C=O (DMF). The solvent is C1=CC=CC=C1 (benzene), C(Cl)Cl (methylene chloride). Conditions: temperature 25 celsius, time 1 hour. The product is C1(CCCC1)C[C@@H](C(=O)NC1=NN(C=C1)CC(C)(C)O)C1=CC(=CC=C1)S(=O)(=O)C ((R)-3-cyclopentyl-N-[1-(2-hydroxy-2-methyl-propyl)-1H-pyrazol-3-yl]-2-(3-methanesulfonyl-phenyl)-propionamide). The yield is 32.6%. As a reaction SMILES: [CH:1]1([CH2:6][C@H:7]([C:11]2[CH:16]=[CH:15][CH:14]=[C:13]([S:17]([CH3:20])(=[O:19])=[O:18])[CH:12]=2)[C:8]([OH:10])=O)[CH2:5][CH2:4][CH2:3][CH2:2]1.C(Cl)(=O)C(Cl)=O.CCN(C(C)C)C(C)C.[NH2:36][C:37]1[CH:41]=[CH:40][N:39]([CH2:42][C:43]([CH3:46])([OH:45])[CH3:44])[N:38]=1>C1C=CC=CC=1.CN(C=O)C.C(Cl)Cl>[CH:1]1([CH2:6][C@H:7]([C:11]2[CH:16]=[CH:15][CH:14]=[C:13]([S:17]([CH3:20])(=[O:19])=[O:18])[CH:12]=2)[C:8]([NH:36][C:37]2[CH:41]=[CH:40][N:39]([CH2:42][C:43]([OH:45])([CH3:44])[CH3:46])[N:38]=2)=[O:10])[CH2:2][CH2:3][CH2:4][CH2:5]1. Reported procedure: To a stirred solution of (R)-3-cyclopentyl-2-(3-methylsulfonyl-phenyl)-propionic acid (200 mg, 0.65 mmol) in benzene (10 mL) was added oxalyl chloride (123 mg, 0.97 mmol) and DMF (1 drop) and the reaction was stirred at 25° C. for 1 h. The reaction was concentrated under reduced pressure and the residue was dissolved into methylene chloride (10 mL) under a nitrogen atmosphere. To this stirred solution was added N,N′-diisopropylethylamine (125 mg, 0.97 mmol) and 1-(3-amino-pyrazol-1-yl)-2-methyl-... Reactants: BrCCBr, COC(=O)C(I)=CC1CCCC1, C[Si](C)(C)Cl, [Cl-], Cc1nnnn1-c1ccc(I)cc1F, [NH4+], C1CCOC1, [Zn], c1ccc(P(c2ccccc2)c2ccccc2)cc1. The product is COC(=O)C(=CC1CCCC1)c1ccc(-n2nnnc2C)c(F)c1. RXN SMILES: [Br:1][CH2:2][CH2:3][Br:4].[CH3:10][O:11][C:12]([C:13](=[CH:14][CH:15]1[CH2:16][CH2:17][CH2:18][CH2:19]1)[I:20])=[O:21].[CH3:5][Si:6]([Cl:7])([CH3:8])[CH3:9].[Cl-:55].[F:41][c:42]1[c:43](-[n:49]2[n:50][n:51][n:52][c:53]2[CH3:54])[cH:44][cH:45][c:46]([I:48])[cH:47]1.[NH4+:56].[O:57]1[CH2:58][CH2:59][CH2:60][CH2:61]1.[Zn:62].[c:22]1([P:23]([c:24]2[cH:25][cH:26][cH:27][cH:28][cH:29]2)[c:30]2[cH:31][cH:32][cH:33][cH:34][cH:35]2)[cH:36][cH:37][cH:38][cH:39][cH:40]1>>[CH3:10][O:11][C:12]([C:13](=[CH:14][CH:15]1[CH2:16][CH2:17][CH2:18][CH2:19]1)[c:46]1[cH:45][cH:44][c:43](-[n:49]2[n:50][n:51][n:52][c:53]2[CH3:54])[c:42]([F:41])[cH:47]1)=[O:21]. Starting materials: Cl (hydrochloric acid), BrCCCCC(=O)OCC (ethyl 5-bromovalerate), [H-].[Na+] (sodium hydride), [I-].[Na+] (sodium iodide), OC1=C(C(=O)OC)C=CC(=C1C=O)O (Methyl 2,4-dihydroxy-3-formylbenzoate). Solvent: O (water), CN(C=O)C (dimethylformamide), CN(C=O)C (dimethylformamide). Conditions: time 10 minute. The product is C(=O)C1=C(OCCCCC(=O)OCC)C=CC(=C1O)C(=O)OC (ethyl 5-(2-formyl-3-hydroxy-4-methoxycarbonylphenoxy)pentanoate). Yield: 41.9%. As a reaction SMILES: [OH:1][C:2]1[C:11]([CH:12]=[O:13])=[C:10]([OH:14])[CH:9]=[CH:8][C:3]=1[C:4]([O:6][CH3:7])=[O:5].[H-].[Na+].[I-].[Na+].Br[CH2:20][CH2:21][CH2:22][CH2:23][C:24]([O:26][CH2:27][CH3:28])=[O:25].Cl>O.CN(C)C=O>[CH:12]([C:11]1[C:2]([OH:1])=[C:3]([C:4]([O:6][CH3:7])=[O:5])[CH:8]=[CH:9][C:10]=1[O:14][CH2:20][CH2:21][CH2:22][CH2:23][C:24]([O:26][CH2:27][CH3:28])=[O:25])=[O:13] |f:1.2,3.4|. Procedure details: Methyl 2,4-dihydroxy-3-formylbenzoate (10.0 g, 0.051 M) was added to dimethylformamide (100 ml), then to this mixture was added sodium hydride (1.344 g, 0.056 M), portionwise. The mixture became warm and effervescence occurred. When the addition was complete the reaction mixture was left to stir at room temperature for 10 minutes. To this solution was then added sodium iodide (0.765 g), ethyl 5-bromovalerate (11.7 g, 0.056 M), and a further 20 ml of dimethylformamide. The whole was brought to 60...